This data is from the Open Reaction Database (ORD), a public repository of structured organic reaction records. The task is: describe an organic reaction: reactants, conditions, products, and yield Reactants: NC1=NC=C(N=C1N1C[C@@H](N(CC1)C(=O)OC(C)(C)C)CC1=CC=CC=C1)Br (2-amino-5-bromo-3-[(S)-4-Boc-3-benzylpiperazinyl]pyrazine), solution, CC(C)([O-])C.[K+] (potassium t-butoxide), C(C1=CC=CC=C1)Br (benzyl bromide), C(C)(=O)OCC (Ethyl acetate). The solvent is O1CCOCC1 (dioxane). Reaction conditions: time 10 minute. Product: C(C1=CC=CC=C1)NC1=NC=C(N=C1N1C[C@@H](N(CC1)C(=O)OC(C)(C)C)CC1=CC=CC=C1)Br (2-benzylamino-3-[(S)-4-Boc-3-benzylpiperazinyl]-5-bromopyrazine). The yield is 81.0%. RXN SMILES: [NH2:1][C:2]1[C:7]([N:8]2[CH2:13][CH2:12][N:11]([C:14]([O:16][C:17]([CH3:20])([CH3:19])[CH3:18])=[O:15])[C@@H:10]([CH2:21][C:22]3[CH:27]=[CH:26][CH:25]=[CH:24][CH:23]=3)[CH2:9]2)=[N:6][C:5]([Br:28])=[CH:4][N:3]=1.CC(C)([O-])C.[K+].[CH2:35](Br)[C:36]1[CH:41]=[CH:40][CH:39]=[CH:38][CH:37]=1.C(OCC)(=O)C>O1CCOCC1>[CH2:35]([NH:1][C:2]1[C:7]([N:8]2[CH2:13][CH2:12][N:11]([C:14]([O:16][C:17]([CH3:19])([CH3:20])[CH3:18])=[O:15])[C@@H:10]([CH2:21][C:22]3[CH:23]=[CH:24][CH:25]=[CH:26][CH:27]=3)[CH2:9]2)=[N:6][C:5]([Br:28])=[CH:4][N:3]=1)[C:36]1[CH:41]=[CH:40][CH:39]=[CH:38][CH:37]=1 |f:1.2|. Procedure: To a solution of 2-amino-5-bromo-3-[(S)-4-Boc-3-benzylpiperazinyl]pyrazine 108 (170 mg, 0.379 mmol) in anhydrous dioxane (3 mL) was added a 1 M solution of potassium t-butoxide (0.42 mL, 0.42 mmol). The reaction mixture was stirred at room temperature for 10 minutes and benzyl bromide (130 mg, 0.76 mmol) was added. The reaction mixture was stirred at room temperature for 2 hours. Ethyl acetate (100 mL) was added. The organic layer was washed with water and brine. The organic layer was dried over... Starting materials: ClC1=CC=C(C(=N1)NC1=NNC(=C1)C1CC1)[N+](=O)[O-] (6-chloro-N-(5-cyclopropyl-1H-pyrazol-3-yl)-3-nitropyridin-2-amine), C(C1=CC=2OCOC2C=C1)N (piperonylamine), C(=O)(O)[O-].[Na+] (NaHCO3), C(=O)([O-])[O-].[Na+].[Na+] (Na2CO3), C(=O)O (formic acid). The reagents and catalysts are [Zn] (zinc). Solvent: O1CCOCC1 (1,4-dioxane), C(Cl)Cl (DCM), CO (MeOH), O1CCOCC1 (1,4-dioxane). Conditions: temperature 100 celsius, time 45 minute. Yields the product O1COC2=C1C=CC(=C2)CNC2=CC=C1C(=N2)N(C=N1)C1=NNC(=C1)C1CC1 (N-(1,3-Benzodioxol-5-ylmethyl)-3-(5-cyclopropyl-1H-pyrazol-3-yl)-3H-imidazo[4,5-b]pyridin-5-amine). Reaction SMILES: Cl[C:2]1[N:7]=[C:6]([NH:8][C:9]2[CH:13]=[C:12]([CH:14]3[CH2:16][CH2:15]3)[NH:11][N:10]=2)[C:5]([N+:17]([O-])=O)=[CH:4][CH:3]=1.[CH2:20]([NH2:30])[C:21]1[CH:29]=[CH:28][C:27]2[O:26][CH2:25][O:24][C:23]=2[CH:22]=1.[C:31]([O-])(O)=O.[Na+].C(O)=O.C([O-])([O-])=O.[Na+].[Na+]>[Zn].C(Cl)Cl.CO.O1CCOCC1>[O:26]1[C:27]2[CH:28]=[CH:29][C:21]([CH2:20][NH:30][C:2]3[N:7]=[C:6]4[N:8]([C:9]5[CH:13]=[C:12]([CH:14]6[CH2:16][CH2:15]6)[NH:11][N:10]=5)[CH:31]=[N:17][C:5]4=[CH:4][CH:3]=3)=[CH:22][C:23]=2[O:24][CH2:25]1 |f:2.3,5.6.7|. Procedure: A mixture of 6-chloro-N-(5-cyclopropyl-1H-pyrazol-3-yl)-3-nitropyridin-2-amine (Method 77, 70 mg, 0.25 mmol), piperonylamine (54 mg, 0.36 mmol), saturated NaHCO3 (0.5 ml), and anhydrous 1,4-dioxane (0.5 ml) was heated at 100° C. for 3 hours. The reaction was allowed to cool to room temperature, and the solvents were evaporated in a Genevac. The resulting residue was treated with zinc dust (195 mg, 2.98 mmol), formic acid (140 μL, 3.71 mmol), and 1,4-dioxane (0.5 ml), and the resulting mixture wa... Reactants: COCCOC1=CC2=C(C=C1)C1(C(NC3=CC=CC=C13)=O)CO2 (6-(2-methoxyethoxy)spiro[1-benzofuran-3,3′-indol]-2′(1′H)-one), N1C([C@]2(C3=CC=CC=C13)COC1=CC3=C(OCCO3)C=C12)=O ((8S)-2,3-dihydrospiro[furo[2,3-g][1,4]benzodioxine-8,3′-indol]-2′(1′H)-one). Yields the product COCCOC1=CC2=C(C=C1)C1(C(N(C3=CC=CC=C13)CCOCCOC)=O)CO2 (6-(2-methoxyethoxy)-1′-[2-(2-methoxyethoxy)ethyl]spiro[1-benzofuran-3,3′-indol]-2′(1′H)-one). Reaction SMILES: [CH3:1][O:2][CH2:3][CH2:4][O:5][C:6]1[CH:11]=[CH:10][C:9]2[C:12]3([CH2:22][O:23][C:8]=2[CH:7]=1)[C:20]1[C:15](=[CH:16][CH:17]=[CH:18][CH:19]=1)[NH:14][C:13]3=[O:21].N1C2C(=CC=CC=2)[C@@]2(C3C(=C[C:37]4[O:42][CH2:41][CH2:40][O:39][C:38]=4[CH:43]=3)OC2)C1=O>>[CH3:1][O:2][CH2:3][CH2:4][O:5][C:6]1[CH:11]=[CH:10][C:9]2[C:12]3([CH2:22][O:23][C:8]=2[CH:7]=1)[C:20]1[C:15](=[CH:16][CH:17]=[CH:18][CH:19]=1)[N:14]([CH2:43][CH2:38][O:39][CH2:40][CH2:41][O:42][CH3:37])[C:13]3=[O:21]. Procedure: Following the procedure as described in EXAMPLE 9.70 and making non-critical variations using 6-(2-methoxyethoxy)spiro[1-benzofuran-3,3′-indol]-2′(1′H)-one to replace (8S)-2,3-dihydrospiro[furo[2,3-g][1,4]benzodioxine-8,3′-indol]-2′(1′H)-one, 6-(2-methoxyethoxy)-1′-[2-(2-methoxyethoxy)ethyl]spiro[1-benzofuran-3,3′-indol]-2′(1′H)-one was obtained (94%) as a colorless oil: 1H NMR (300 MHz, DMSO-d6) δ7.32-7.27 (m, 1H), 7.12 (d, J=7.2 Hz, 1H), 7.07-6.98 (m, 2H), 6.85 (d, J=8.7 Hz, 1H), 6.76 (dd, J=8... Starting materials: C(C)(C)(C)OC(=O)N1C(CC(C1)O)C(=O)OCC(=O)C1=CC=C(C=C1)Br (4-Hydroxy-pyrrolidine-1,2-dicarboxylic acid 2-[2-(4-bromo-phenyl)-2-oxo-ethyl]ester 1-tert-butyl ester), Cu(I)I, FC(C(=O)O)(S(=O)(=O)F)F (difluoro-fluorosulfonyl-acetic acid). The solvent is CC#N (MeCN), CC#N (MeCN), C(C)(=O)OCC (ethyl acetate). Reaction conditions: temperature 45 celsius, time 60 minute. Product: C(C)(C)(C)OC(=O)N1C(CC(C1)OC(F)F)C(=O)OCC(=O)C1=CC=C(C=C1)Br (4-Difluoromethoxy-pyrrolidine-1,2-dicarboxylic acid 2-[2-(4-bromo-phenyl)-2-oxo-ethyl]ester 1-tert-butyl ester). Isolated yield 61.0%. As a reaction SMILES: [C:1]([O:5][C:6]([N:8]1[CH2:12][CH:11]([OH:13])[CH2:10][CH:9]1[C:14]([O:16][CH2:17][C:18]([C:20]1[CH:25]=[CH:24][C:23]([Br:26])=[CH:22][CH:21]=1)=[O:19])=[O:15])=[O:7])([CH3:4])([CH3:3])[CH3:2].[F:27][C:28]([F:36])(S(F)(=O)=O)C(O)=O>CC#N.C(OCC)(=O)C>[C:1]([O:5][C:6]([N:8]1[CH2:12][CH:11]([O:13][CH:28]([F:36])[F:27])[CH2:10][CH:9]1[C:14]([O:16][CH2:17][C:18]([C:20]1[CH:25]=[CH:24][C:23]([Br:26])=[CH:22][CH:21]=1)=[O:19])=[O:15])=[O:7])([CH3:4])([CH3:2])[CH3:3]. Procedure details: To 4-Hydroxy-pyrrolidine-1,2-dicarboxylic acid 2-[2-(4-bromo-phenyl)-2-oxo-ethyl]ester 1-tert-butyl ester (500 mg) and Cu(I)I (45 mg) in MeCN (8 mL) at 45° C. was added 242 μl of difluoro-fluorosulfonyl-acetic acid in 2 mL of MeCN dropwise for 60 min. The reaction mixture was stirred at 45° C. for 60 min. and evaporated under reduced pressure, and resulting residue was taken up in ethyl acetate (100 mL). The organic phase was washed with brine (1×100 mL) and dried over sodium sulfate. After the ... Starting materials: N1CC(C1)C1=CC=C(C=C1)[C@@H](CC(=O)C1=CC(=NC=C1)C)C1=C(C=CC=C1)C ((R)-3-(4-(azetidin-3-yl)phenyl)-1-(2-methylpyridin-4-yl)-3-o-tolylpropan-1-one), Cl.NO (hydroxylamine hydrochloride), C(O)([O-])=O.[Na+] (sodium hydrogencarbonate). Yields the product N1CC(C1)C1=CC=C(C=C1)[C@@H](C\C(=N/O)\C1=CC(=NC=C1)C)C1=C(C=CC=C1)C ((R,E)-3-(4-(Azetidin-3-yl)phenyl)-1-(2-methylpyridin-4-yl)-3-o-tolylpropan-1-one oxime). RXN SMILES: [NH:1]1[CH2:4][CH:3]([C:5]2[CH:10]=[CH:9][C:8]([C@H:11]([C:22]3[CH:27]=[CH:26][CH:25]=[CH:24][C:23]=3[CH3:28])[CH2:12][C:13]([C:15]3[CH:20]=[CH:19][N:18]=[C:17]([CH3:21])[CH:16]=3)=O)=[CH:7][CH:6]=2)[CH2:2]1.Cl.[NH2:30][OH:31].C(=O)([O-])O.[Na+]>>[NH:1]1[CH2:4][CH:3]([C:5]2[CH:10]=[CH:9][C:8]([C@H:11]([C:22]3[CH:27]=[CH:26][CH:25]=[CH:24][C:23]=3[CH3:28])[CH2:12]/[C:13](/[C:15]3[CH:20]=[CH:19][N:18]=[C:17]([CH3:21])[CH:16]=3)=[N:30]\[OH:31])=[CH:7][CH:6]=2)[CH2:2]1 |f:1.2,3.4|. Procedure: In analogy to example 1, step 2, from (R)-3-(4-(azetidin-3-yl)phenyl)-1-(2-methylpyridin-4-yl)-3-o-tolylpropan-1-one and hydroxylamine hydrochloride in the presence of sodium hydrogencarbonate was prepared the title compound as a white foam, MS (ESI+): m/z=386.0 ([M+H]+).